From a dataset of the Open Reaction Database (ORD), a public repository of structured organic reaction records. describe an organic reaction: reactants, conditions, products, and yield The reactants are OC1=C(C=C(CC2N(CCC3=CC(=C(C=C23)OC)OC)CC(=O)NCC2=CC=CC=C2)C=C1)OC (2-[1-(4-hydroxy-3-methoxy-benzyl)-6,7-dimethoxy-3,4-dihydro-1H-isoquinolin-2-yl]-N-benzyl-acetamide), C(CCC)Br (butyl bromide). Product: C(CCC)OC1=C(C=C(CC2N(CCC3=CC(=C(C=C23)OC)OC)CC(=O)NCC2=CC=CC=C2)C=C1)OC (2-[1-(4-butoxy-3-methoxy-benzyl)6,7-dimethoxy-3,4-dihydro-1H-isoquinolin-2-yl]-N-benzyl-acetamide). Reaction SMILES: [OH:1][C:2]1[CH:33]=[CH:32][C:5]([CH2:6][CH:7]2[C:16]3[C:11](=[CH:12][C:13]([O:19][CH3:20])=[C:14]([O:17][CH3:18])[CH:15]=3)[CH2:10][CH2:9][N:8]2[CH2:21][C:22]([NH:24][CH2:25][C:26]2[CH:31]=[CH:30][CH:29]=[CH:28][CH:27]=2)=[O:23])=[CH:4][C:3]=1[O:34][CH3:35].[CH2:36](Br)[CH2:37][CH2:38][CH3:39]>>[CH2:36]([O:1][C:2]1[CH:33]=[CH:32][C:5]([CH2:6][CH:7]2[C:16]3[C:11](=[CH:12][C:13]([O:19][CH3:20])=[C:14]([O:17][CH3:18])[CH:15]=3)[CH2:10][CH2:9][N:8]2[CH2:21][C:22]([NH:24][CH2:25][C:26]2[CH:31]=[CH:30][CH:29]=[CH:28][CH:27]=2)=[O:23])=[CH:4][C:3]=1[O:34][CH3:35])[CH2:37][CH2:38][CH3:39]. Reported procedure: prepared by reaction of 2-[1-(4-hydroxy-3-methoxy-benzyl)-6,7-dimethoxy-3,4-dihydro-1H-isoquinolin-2-yl]-N-benzyl-acetamide with butyl bromide Starting materials: N#Cc1ccc(S(=O)(=O)Cl)cc1, COc1cc(-c2cn(C3CCCC3)c3ncnc(N)c23)ccc1N, c1ccncc1. Yields the product COc1cc(-c2cn(C3CCCC3)c3ncnc(N)c23)ccc1NS(=O)(=O)c1ccc(C#N)cc1. As a reaction SMILES: [C:25](#[N:26])[c:27]1[cH:28][cH:29][c:30]([S:33](=[O:34])(=[O:35])[Cl:36])[cH:31][cH:32]1.[NH2:1][c:2]1[c:3]([O:23][CH3:24])[cH:4][c:5](-[c:8]2[cH:9][n:10]([CH:18]3[CH2:19][CH2:20][CH2:21][CH2:22]3)[c:11]3[n:12][cH:13][n:14][c:15]([NH2:17])[c:16]23)[cH:6][cH:7]1.[cH:37]1[cH:38][cH:39][n:40][cH:41][cH:42]1>>[NH:1]([c:2]1[c:3]([O:23][CH3:24])[cH:4][c:5](-[c:8]2[cH:9][n:10]([CH:18]3[CH2:19][CH2:20][CH2:21][CH2:22]3)[c:11]3[n:12][cH:13][n:14][c:15]([NH2:17])[c:16]23)[cH:6][cH:7]1)[S:33]([c:30]1[cH:29][cH:28][c:27]([C:25]#[N:26])[cH:32][cH:31]1)(=[O:34])=[O:35]. The reactants are CC(=O)OC(C)=O, CC12CCC3c4ccc(O)cc4CCC3C1CCC2=CF, c1ccncc1. The product is CC(=O)Oc1ccc2c(c1)CCC1C2CCC2(C)C(=CF)CCC12. RXN SMILES: [CH3:22][C:23](=[O:24])[O:25][C:26](=[O:27])[CH3:28].[F:1][CH:2]=[C:3]1[C:4]2([CH3:5])[CH:6]([CH2:7][CH2:8]1)[CH:9]1[CH2:10][CH2:11][c:12]3[cH:13][c:14]([OH:21])[cH:15][cH:16][c:17]3[CH:18]1[CH2:19][CH2:20]2.[cH:29]1[cH:30][cH:31][n:32][cH:33][cH:34]1>>[F:1][CH:2]=[C:3]1[C:4]2([CH3:5])[CH:6]([CH2:7][CH2:8]1)[CH:9]1[CH2:10][CH2:11][c:12]3[cH:13][c:14]([O:21][C:23]([CH3:22])=[O:24])[cH:15][cH:16][c:17]3[CH:18]1[CH2:19][CH2:20]2. The solvent is C(C)(=O)OCC (ethyl acetate). The reagents and catalysts are [Pd] (Pd/C). The reactants are C(C=C)C1=C(C=CC(=C1)OC1=CC=CC=C1)O (2-Allyl-4-phenoxyphenol). Procedure details: The phenol of Step B (141.4 g, 0.62 mole) was taken into 2 liters of ethyl acetate and the reaction vessel charged with 10% Pd/C catalyst (12 g). The reaction was stirred under H2 until the starting material was consumed. The reaction mixture was filtered through Celite and the cake washed with ethyl acetate (total volume ˜6 liters). The filtrate was concentrated to a dark oil which was taken into ether (1500 mL) and washed with 2N HCl (200 mL) sat'd. sodium bicarbonate and brine. The organic so... RXN SMILES: [CH2:1]([C:4]1[CH:9]=[C:8]([O:10][C:11]2[CH:16]=[CH:15][CH:14]=[CH:13][CH:12]=2)[CH:7]=[CH:6][C:5]=1[OH:17])[CH:2]=[CH2:3]>[Pd].C(OCC)(=O)C>[O:10]([C:8]1[CH:7]=[CH:6][C:5]([OH:17])=[C:4]([CH2:1][CH2:2][CH3:3])[CH:9]=1)[C:11]1[CH:12]=[CH:13][CH:14]=[CH:15][CH:16]=1. Yields the product O(C1=CC=CC=C1)C1=CC(=C(C=C1)O)CCC (4-Phenoxy-2-propylphenol). Reactants: OC(CC(=O)O)CCOC1=CC=CC=C1 (3-hydroxy-5-phenoxyvaleric acid), OC(CC(=O)O)CCCCOC1=CC=CC=C1 (3-hydroxy-7-phenoxyheptanoic acid). The product is O(C1=CC=CC=C1)CCCCCCCCCCC(=O)O (11-phenoxyundecanoic acid). RXN SMILES: O[CH:2]([CH2:7][CH2:8][O:9][C:10]1[CH:15]=[CH:14][CH:13]=[CH:12][CH:11]=1)[CH2:3][C:4](O)=O.O[CH:17]([CH2:22][CH2:23][CH2:24]COC1C=CC=CC=1)[CH2:18][C:19]([OH:21])=[O:20]>>[O:9]([CH2:8][CH2:7][CH2:2][CH2:3][CH2:4][CH2:24][CH2:23][CH2:22][CH2:17][CH2:18][C:19]([OH:21])=[O:20])[C:10]1[CH:15]=[CH:14][CH:13]=[CH:12][CH:11]=1. Procedure: Also, in Macromolecules, 29, 3432-3435 (1996), it is reported that using Pseudomonas oleovorans, PHA containing 3-hydroxy-4-phenoxybutyric acid and 3-hydroxy-6-phenoxyhexanoic acid as units is produced from 6-phenoxyhexanoic acid, PHA containing 3-hydroxy-4-phenoxybutyric acid, 3-hydroxy-6-phenoxyhexanoic acid and 3-hydroxy-8-phenoxyoctanoic acid as units is produced from 8-phenoxyoctanoic acid, and PHA containing 3-hydroxy-5-phenoxyvaleric acid and 3-hydroxy-7-phenoxyheptanoic acid as units is ... Reported procedure: Combine 2-{2-[5-fluoro-2-(2-[1,2,3]triazol-1-yl-ethylamino)-pyrimidin-4-yl]-benzo[b]thiophen-7-yl}-benzaldehyde (800 mg, 1.8 mmol), cyanoborohydride (silica supported, 1 mmol/g, 2.7 g, 2.7 mmol), trimethylacetic acid (0.55 g, 4.7 mmol), and mono-methylamine (0.42 g, 5.4 mmol) in 12 mL of dioxane. Heat the reaction mixture at 100° C. for 20 min in microwave reactor. Cool it to RT. Dilute with chloroform/IPA (3:1, v/v), 50 mL. Wash with water, aqueous saturated sodium chloride, and dry over magnes... Run at temperature 100 celsius. The reactants are FC=1C(=NC(=NC1)NCCN1N=NC=C1)C1=CC2=C(S1)C(=CC=C2)C2=C(C=O)C=CC=C2 (2-{2-[5-fluoro-2-(2-[1,2,3]triazol-1-yl-ethylamino)-pyrimidin-4-yl]-benzo[b]thiophen-7-yl}-benzaldehyde), CN (mono-methylamine), C(#N)[BH3-] (cyanoborohydride), CC(C(=O)O)(C)C (trimethylacetic acid). As a reaction SMILES: [F:1][C:2]1[C:3]([C:16]2[S:20][C:19]3[C:21]([C:25]4[CH:32]=[CH:31][CH:30]=[CH:29][C:26]=4[CH:27]=O)=[CH:22][CH:23]=[CH:24][C:18]=3[CH:17]=2)=[N:4][C:5]([NH:8][CH2:9][CH2:10][N:11]2[CH:15]=[CH:14][N:13]=[N:12]2)=[N:6][CH:7]=1.[C:33]([BH3-])#[N:34].CC(C)(C)C(O)=O.CN>O1CCOCC1.C(Cl)(Cl)Cl.CC(O)C>[N:11]1([CH2:10][CH2:9][NH:8][C:5]2[N:4]=[C:3]([C:16]3[S:20][C:19]4[C:21]([C:25]5[CH:32]=[CH:31][CH:30]=[CH:29][C:26]=5[CH2:27][NH:34][CH3:33])=[CH:22][CH:23]=[CH:24][C:18]=4[CH:17]=3)[C:2]([F:1])=[CH:7][N:6]=2)[CH:15]=[CH:14][N:13]=[N:12]1 |f:5.6|. Yields the product N1(N=NC=C1)CCNC1=NC=C(C(=N1)C1=CC2=C(S1)C(=CC=C2)C2=C(C=CC=C2)CNC)F (N-(2-(1H-1,2,3-Triazol-1-yl)ethyl)-5-fluoro-4-(7-(2-((methylamino)methyl)phenyl)benzo[b]thiophen-2-yl)pyrimidin-2-amine). Solvent: O1CCOCC1 (dioxane), C(Cl)(Cl)Cl.CC(C)O (chloroform IPA). Yield: 51.4%.